From a dataset of the Open Reaction Database (ORD), a public repository of structured organic reaction records. describe an organic reaction: reactants, conditions, products, and yield Starting materials: COC=1C=CC(=C(C1)N)SC1=CC=CC=C1 (5-Methoxy-2-phenylsulfanyl-phenylamine), ClC1=C2C=CC(=NC2=NC=C1)C (5-Chloro-2-methyl-[1,8]naphthyridine). The product is COC=1C=CC(=C(C1)NC1=CC=NC2=NC(=CC=C12)C)SC1=CC=CC=C1 ((5-Methoxy-2-phenylsulfanyl-phenyl)-(7-methyl-[1,8]naphthyridin-4-yl)-amine), solid. Isolated yield 96.0%. As a reaction SMILES: [CH3:1][O:2][C:3]1[CH:4]=[CH:5][C:6]([S:10][C:11]2[CH:16]=[CH:15][CH:14]=[CH:13][CH:12]=2)=[C:7]([NH2:9])[CH:8]=1.Cl[C:18]1[CH:27]=[CH:26][N:25]=[C:24]2[C:19]=1[CH:20]=[CH:21][C:22]([CH3:28])=[N:23]2>>[CH3:1][O:2][C:3]1[CH:4]=[CH:5][C:6]([S:10][C:11]2[CH:12]=[CH:13][CH:14]=[CH:15][CH:16]=2)=[C:7]([NH:9][C:18]2[C:19]3[C:24](=[N:23][C:22]([CH3:28])=[CH:21][CH:20]=3)[N:25]=[CH:26][CH:27]=2)[CH:8]=1. Reported procedure: The product from Example 9b (69 mg, 0.30 mmol) was reacted with the product from Example 1d (53 mg, 0.30 mmol) following the procedure from Example 1g giving the title compound as a hydrochloride salt after trituration with solid (119 mg, 96%). 1H NMR (300 MHz, DMSO-d6) δ ppm: 2.75 (s, 3H) 3.83 (s, 3H) 6.34 (d, J=6.99 Hz, 1H) 7.07 (m, 7H) 7.57 (d, J=8.46 Hz, 1H) 7.76 (d, J=8.46 Hz, 1H) 8.85 (d, J=6.99 Hz, 1H) 8.99 (d, J=8.46 Hz, 1H) 11.16 (br s, 1H) 14.43 (brs, 1H); MS (ESI+) m/z 374 (M−Cl)+; (E... Product: FC1=CC(=C(N)C=C1)OC(C(F)(F)F)C1=CC(=NO1)C (4-fluoro-2-[2,2,2-trifluoro-1-(3-methylisoxazol-5-yl)ethoxy]aniline). The reactants are FC1=C(C=CC(=C1)F)[N+](=O)[O-] (2,4-difluoro-1-nitro-benzene), FC(C(O)C1=CC(=NO1)C)(F)F (2,2,2-trifluoro-1-(3-methylisoxazol-5-yl)ethanol). Procedure details: Intermediate III.8 is prepared in a similar manner as intermediate III.4 from 2,4-difluoro-1-nitro-benzene and 2,2,2-trifluoro-1-(3-methylisoxazol-5-yl)ethanol. As a reaction SMILES: F[C:2]1[CH:7]=[C:6]([F:8])[CH:5]=[CH:4][C:3]=1[N+:9]([O-])=O.[F:12][C:13]([F:23])([F:22])[CH:14]([C:16]1[O:20][N:19]=[C:18]([CH3:21])[CH:17]=1)[OH:15]>>[F:8][C:6]1[CH:5]=[CH:4][C:3]([NH2:9])=[C:2]([O:15][CH:14]([C:16]2[O:20][N:19]=[C:18]([CH3:21])[CH:17]=2)[C:13]([F:12])([F:23])[F:22])[CH:7]=1. Product: C1(=CC=CC=C1)C(C1=CC=CC=C1)OC(C(C(C)=C)N1C(C(C1SS(=O)(=O)C1=CC=C(C=C1)C)NC(COC1=CC=CC=C1)=O)=O)=O (2[4-(p-toluenesulphonylthio)-3-phenoxyacetamido-2-oxoazetidin-1-yl]-3-methylene-butyric acid diphenylmethyl ester). Starting materials: O=[O+][O-] (ozone), C1(=CC=CC=C1)C(C1=CC=CC=C1)OC(\C(=C(\C)/O)\N1C(C(C1SS(=O)(=O)C1=CC=C(C=C1)C)NC(COC1=CC=CC=C1)=O)=O)=O (2-[4-(p-toluenesulphonylthio)-3-phenoxyacetamido-2-oxoazetidin-1-yl]-3-hydroxy-crotonic acid diphenylmethyl ester), C(Cl)Cl (methylene chloride). Reaction SMILES: O=[O+][O-].[C:4]1([CH:10]([O:17][C:18](=[O:50])/[C:19](/[N:23]2[CH:26]([S:27][S:28]([C:31]3[CH:36]=[CH:35][C:34]([CH3:37])=[CH:33][CH:32]=3)(=[O:30])=[O:29])[CH:25]([NH:38][C:39](=[O:48])[CH2:40][O:41][C:42]3[CH:47]=[CH:46][CH:45]=[CH:44][CH:43]=3)[C:24]2=[O:49])=[C:20](\O)/[CH3:21])[C:11]2[CH:16]=[CH:15][CH:14]=[CH:13][CH:12]=2)[CH:9]=[CH:8][CH:7]=[CH:6][CH:5]=1.[CH2:51](Cl)Cl>>[C:4]1([CH:10]([O:17][C:18](=[O:50])[CH:19]([N:23]2[CH:26]([S:27][S:28]([C:31]3[CH:32]=[CH:33][C:34]([CH3:37])=[CH:35][CH:36]=3)(=[O:30])=[O:29])[CH:25]([NH:38][C:39](=[O:48])[CH2:40][O:41][C:42]3[CH:47]=[CH:46][CH:45]=[CH:44][CH:43]=3)[C:24]2=[O:49])[C:20](=[CH2:51])[CH3:21])[C:11]2[CH:12]=[CH:13][CH:14]=[CH:15][CH:16]=2)[CH:5]=[CH:6][CH:7]=[CH:8][CH:9]=1. Procedure: Analogously to Example 1(d), 10.8 g (16.2 mM) of 2[4-(p-toluenesulphonylthio)-3-phenoxyacetamido-2-oxoazetidin-1-yl]-3-methylene-butyric acid diphenylmethyl ester in 1 l of methylene chloride and 1.1 equivalents of ozone give 2-[4-(p-toluenesulphonylthio)-3-phenoxyacetamido-2-oxoazetidin-1-yl]-3-hydroxy-crotonic acid diphenylmethyl ester; melting point 142°-143° C. (from ether/pentane). The reactants are C(Cl)C1CO1 (epichlorohydrin), CNCC#C (N-methyl-N-propargylamine), II (I2), amine, C1(C=2C(C(N1)=O)=CC=CC2)=O.[K] (Potassium phthalimide). The solvent is CCCCCC.C1CCOC1 (hexane THF), CO (methanol), N1=CC=CC=C1 (pyridine), ClCCl.CO (dichloromethane methanol). Reaction conditions: time 2 hour. Yields the product OC(CN1C(C2=CC=CC=C2C1=O)=O)CN(CC#C)C (2-[2-Hydroxy-3-(methyl-prop-2-ynyl-amino)-propyl]-isoindole-1,3-dione). Yield: 41.1%. As a reaction SMILES: [CH2:1]([CH:3]1[O:5][CH2:4]1)Cl.[CH3:6][NH:7][CH2:8][C:9]#[CH:10].[C:11]1(=[O:21])[NH:15][C:14](=[O:16])[C:13]2=[CH:17][CH:18]=[CH:19][CH:20]=[C:12]12.[K].II>CO.ClCCl.CO.CCCCCC.C1COCC1.N1C=CC=CC=1>[OH:5][CH:3]([CH2:4][N:7]([CH3:6])[CH2:8][C:9]#[CH:10])[CH2:1][N:15]1[C:11](=[O:21])[C:12]2[C:13](=[CH:17][CH:18]=[CH:19][CH:20]=2)[C:14]1=[O:16] |f:2.3,6.7,8.9,^1:21|. Procedure details: A mixture of epichlorohydrin (6.03 g, 5.1 ml, 0.065 mole), 0.1 ml of pyridine and N-methyl-N-propargylamine (4.095 g, 0.059 ml, 0.059 mole) in 15 ml of anhydrous methanol was stirred for 2 hours at 40°-45° C. After stirring overnight at ambient temperature, the TLC (hexane-THF 6:4, UV) showed that the starting amine was practically consumed. The solvent was evaporated and the crude product dissolved in 50 ml of anhydrous DMF. Potassium phthalimide (12.57 g, 0.068 mole) was added and the mixture ... Starting materials: CCOC(=C1C(=O)Nc2ccc([N+](=O)[O-])cc21)c1ccccc1, CN(C)C=O, Nc1ccc(CN2CCC(O)CC2)cc1. The product is O=C1Nc2ccc([N+](=O)[O-])cc2C1=C(Nc1ccc(CN2CCC(O)CC2)cc1)c1ccccc1. RXN SMILES: [CH2:1]([O:2][C:4]([c:5]1[cH:6][cH:7][cH:8][cH:9][cH:10]1)=[C:11]1[C:12](=[O:23])[NH:13][c:14]2[cH:15][cH:16][c:17]([N+:20](=[O:21])[O-:22])[cH:18][c:19]21)[CH3:3].[O:39]=[CH:40][N:41]([CH3:42])[CH3:43].[OH:24][CH:25]1[CH2:26][CH2:27][N:28]([CH2:31][c:32]2[cH:33][cH:34][c:35]([NH2:36])[cH:37][cH:38]2)[CH2:29][CH2:30]1>>[C:4]([c:5]1[cH:6][cH:7][cH:8][cH:9][cH:10]1)(=[C:11]1[C:12](=[O:23])[NH:13][c:14]2[cH:15][cH:16][c:17]([N+:20](=[O:21])[O-:22])[cH:18][c:19]21)[NH:36][c:35]1[cH:34][cH:33][c:32]([CH2:31][N:28]2[CH2:27][CH2:26][CH:25]([OH:24])[CH2:30][CH2:29]2)[cH:38][cH:37]1. Starting materials: [Ba+2], COC(=O)COc1c(C(=O)Nc2ccccc2)sc(Br)c1Br, [OH-], [OH-], O, O, O, O, O, O, O, O. Reaction SMILES: [Ba+2:32].[CH3:1][O:2][C:3]([CH2:4][O:5][c:6]1[c:7]([C:13]([NH:14][c:15]2[cH:16][cH:17][cH:18][cH:19][cH:20]2)=[O:21])[s:8][c:9]([Br:12])[c:10]1[Br:11])=[O:22].[OH-:31].[OH-:33].[OH2:23].[OH2:24].[OH2:25].[OH2:26].[OH2:27].[OH2:28].[OH2:29].[OH2:30]>>[O:2]=[C:3]([CH2:4][O:5][c:6]1[c:7]([C:13]([NH:14][c:15]2[cH:16][cH:17][cH:18][cH:19][cH:20]2)=[O:21])[s:8][c:9]([Br:12])[c:10]1[Br:11])[OH:22]. Yields the product O=C(O)COc1c(C(=O)Nc2ccccc2)sc(Br)c1Br. Starting materials: C(=O)C1=C(C=CC(=C1)C(F)(F)F)N(CC)C[C@@H]1CC[C@H](CC1)CC(=O)OCC (ethyl trans-[4-({[2-(formyl)-4-(trifluoromethyl)phenyl](ethyl)amino}methyl)cyclohexyl]acetate), CSCCOC=1C=NC(=NC1)N (5-[2-(methylthio)ethoxy]pyrimidin-2-amine). Product: CSCCOC=1C=NC(=NC1)NCC1=C(C=CC(=C1)C(F)(F)F)N(CC)C[C@@H]1CC[C@H](CC1)CC(=O)OCC (ethyl trans-{4-[({2-[({5-[2-(methylthio)ethoxy]pyrimidin-2-yl}amino)methyl]-4-(trifluoromethyl)phenyl}(ethyl)amino)methyl]cyclohexyl}acetate). Reaction SMILES: [CH:1]([C:3]1[CH:8]=[C:7]([C:9]([F:12])([F:11])[F:10])[CH:6]=[CH:5][C:4]=1[N:13]([CH2:16][C@H:17]1[CH2:22][CH2:21][C@H:20]([CH2:23][C:24]([O:26][CH2:27][CH3:28])=[O:25])[CH2:19][CH2:18]1)[CH2:14][CH3:15])=O.[CH3:29][S:30][CH2:31][CH2:32][O:33][C:34]1[CH:35]=[N:36][C:37]([NH2:40])=[N:38][CH:39]=1>>[CH3:29][S:30][CH2:31][CH2:32][O:33][C:34]1[CH:39]=[N:38][C:37]([NH:40][CH2:1][C:3]2[CH:8]=[C:7]([C:9]([F:12])([F:11])[F:10])[CH:6]=[CH:5][C:4]=2[N:13]([CH2:16][C@H:17]2[CH2:18][CH2:19][C@H:20]([CH2:23][C:24]([O:26][CH2:27][CH3:28])=[O:25])[CH2:21][CH2:22]2)[CH2:14][CH3:15])=[N:36][CH:35]=1. Procedure: By using ethyl trans-[4-({[2-(formyl)-4-(trifluoromethyl)phenyl](ethyl)amino}methyl)cyclohexyl]acetate instead of 2-[(cyclopentylmethyl)(ethyl)amino]-5-(trifluoromethyl)benzaldehyde, the reaction with 5-[2-(methylthio)ethoxy]pyrimidin-2-amine and treatments were performed in the same manner as those of Step 4 of Example 1 to obtain ethyl trans-{4-[({2-[({5-[2-(methylthio)ethoxy]pyrimidin-2-yl}amino)methyl]-4-(trifluoromethyl)phenyl}(ethyl)amino)methyl]cyclohexyl}acetate as a pale yellow oil. The reactants are Br, CN(C)C=O, Cc1ccc(S(=O)(=O)N2CCCC(Sc3cccc(Cl)c3)C2)cc1, Sc1cccc(Cl)c1, [Na+], [Na+], O=C([O-])[O-], Oc1ccccc1. Product: Br, Clc1cccc(SC2CCCNC2)c1. As a reaction SMILES: [BrH:46].[CH3:47][N:48]([CH3:49])[CH:50]=[O:51].[Cl:15][c:16]1[cH:17][c:18]([S:22][CH:23]2[CH2:24][N:25]([S:29]([c:30]3[cH:31][cH:32][c:33]([CH3:34])[cH:35][cH:36]3)(=[O:37])=[O:38])[CH2:26][CH2:27][CH2:28]2)[cH:19][cH:20][cH:21]1.[Cl:1][c:2]1[cH:3][c:4]([SH:5])[cH:6][cH:7][cH:8]1.[Na+:10].[Na+:9].[O-:11][C:12](=[O:13])[O-:14].[OH:39][c:40]1[cH:41][cH:42][cH:43][cH:44][cH:45]1>>[BrH:46].[Cl:15][c:16]1[cH:17][c:18]([S:22][CH:23]2[CH2:24][NH:25][CH2:26][CH2:27][CH2:28]2)[cH:19][cH:20][cH:21]1. Reaction conditions: time 12 hour. The reagents and catalysts are [Os](=O)(=O)(=O)=O (Osmium tetraoxide). Solvent: S(=O)([O-])[O-].[Na+].[Na+] (sodium sulfite). Procedure: Osmium tetraoxide (2.5% isobutanol solution, 0.05 mL), sodium periodate (280 mg), and water (4 mL) were added to a mixture of methyl 1-(2,4,6-trifluorophenyl)-4-vinylisoquinoline-7-carboxylate (180 mg) and THF (4 mL), followed by stirring at room temperature for 12 hours. The reaction mixture was diluted with an aqueous sodium sulfite solution, and extracted with ethyl acetate. The organic layer was concentrated under reduced pressure and purified by silica gel column chromatography (hexane/ethy... Yields the product C(=O)C1=CN=C(C2=CC(=CC=C12)C(=O)OC)C1=C(C=C(C=C1F)F)F (methyl 4-formyl-1-(2,4,6-trifluorophenyl)isoquinoline-7-carboxylate). Starting materials: I(=O)(=O)(=O)[O-].[Na+] (sodium periodate), O (water), FC1=C(C(=CC(=C1)F)F)C1=NC=C(C2=CC=C(C=C12)C(=O)OC)C=C (methyl 1-(2,4,6-trifluorophenyl)-4-vinylisoquinoline-7-carboxylate), C1CCOC1 (THF). Reaction SMILES: I([O-])(=O)(=O)=O.[Na+].O.[F:8][C:9]1[CH:14]=[C:13]([F:15])[CH:12]=[C:11]([F:16])[C:10]=1[C:17]1[C:26]2[C:21](=[CH:22][CH:23]=[C:24]([C:27]([O:29][CH3:30])=[O:28])[CH:25]=2)[C:20]([CH:31]=C)=[CH:19][N:18]=1.C1C[O:36]CC1>S([O-])([O-])=O.[Na+].[Na+].[Os](=O)(=O)(=O)=O>[CH:31]([C:20]1[C:21]2[C:26](=[CH:25][C:24]([C:27]([O:29][CH3:30])=[O:28])=[CH:23][CH:22]=2)[C:17]([C:10]2[C:9]([F:8])=[CH:14][C:13]([F:15])=[CH:12][C:11]=2[F:16])=[N:18][CH:19]=1)=[O:36] |f:0.1,5.6.7|.